This data is from the Open Reaction Database (ORD), a public repository of structured organic reaction records. The task is: describe an organic reaction: reactants, conditions, products, and yield Procedure: To a solution of amine 72 (513 mg, 1.23 mmol) in CH2Cl2 (6.2 mL) was added succinic anhydride (135 mg, 1.35 mmol) and DMAP (8 mg, 0.062 mmol). The mixture was stirred for 6 h 15 min and concentrated to dryness. The crude product was purified by flash chromatography on a Biotage™ flash chromatography system, using a gradient of 50-100% EtOAc in CH2Cl2 as eluent to yield acid 73 (407 mg, 64%) as a white foam: 1H NMR (400 MHz, CDCl3) δ 1.44 (s, 27H), 1.97-2.01 (m, 6H), 2.23-2.26 (m, 6H), 2.47-2.51 ... The yield is 64.2%. Reaction conditions: time 15 minute. Reaction SMILES: [C:1]([O:5][C:6]([CH2:8][CH2:9][C:10]([NH2:29])([CH2:20][CH2:21][C:22]([O:24][C:25]([CH3:28])([CH3:27])[CH3:26])=[O:23])[CH2:11][CH2:12][C:13]([O:15][C:16]([CH3:19])([CH3:18])[CH3:17])=[O:14])=[O:7])([CH3:4])([CH3:3])[CH3:2].[C:30]1(=[O:36])[O:35][C:33](=[O:34])[CH2:32][CH2:31]1>C(Cl)Cl.CN(C1C=CN=CC=1)C>[C:1]([O:5][C:6]([CH2:8][CH2:9][C:10]([NH:29][C:30]([CH2:31][CH2:32][C:33]([OH:35])=[O:34])=[O:36])([CH2:20][CH2:21][C:22]([O:24][C:25]([CH3:28])([CH3:27])[CH3:26])=[O:23])[CH2:11][CH2:12][C:13]([O:15][C:16]([CH3:17])([CH3:18])[CH3:19])=[O:14])=[O:7])([CH3:2])([CH3:3])[CH3:4]. Reactants: C(C)(C)(C)OC(=O)CCC(CCC(=O)OC(C)(C)C)(CCC(=O)OC(C)(C)C)N (Di-t-butyl 4-(2-(t-butoxycarbonyl)ethyl)-4-aminoheptanedioate), C1(CCC(=O)O1)=O (succinic anhydride). The reagents and catalysts are CN(C)C=1C=CN=CC1 (DMAP). Product: C(C)(C)(C)OC(=O)CCC(CCC(=O)OC(C)(C)C)(CCC(=O)OC(C)(C)C)NC(=O)CCC(=O)O (3-(1,5-Di(t-butoxycarbonyl)-3-(2-(t-butoxycarbonyl)ethyl)pentan-3-ylcarbamoyl)propanoic acid). Solvent: C(Cl)Cl (CH2Cl2). The reactants are CCO, CCc1nn2ccc3c(c2c1C(C)C#N)CCO3, [Co], N. Yields the product CCc1nn2ccc3c(c2c1C(C)CN)CCO3. As a reaction SMILES: [CH2:19]([OH:20])[CH3:21].[CH2:1]([CH3:2])[c:3]1[n:4][n:5]2[c:6]([c:7]3[c:8]([cH:9][cH:10]2)[O:11][CH2:12][CH2:13]3)[c:14]1[CH:15]([C:16]#[N:17])[CH3:18].[Co:23].[NH3:22]>>[CH2:1]([CH3:2])[c:3]1[n:4][n:5]2[c:6]([c:7]3[c:8]([cH:9][cH:10]2)[O:11][CH2:12][CH2:13]3)[c:14]1[CH:15]([CH2:16][NH2:17])[CH3:18].